This data is from the Open Reaction Database (ORD), a public repository of structured organic reaction records. The task is: describe an organic reaction: reactants, conditions, products, and yield Starting materials: C(C1=CC=CC=C1)[C@@H]([C@H](CN(NC([C@H](C(C)(C)C)NC(=O)OC)=O)CC1=CC=CC=C1)O)NC(OC(C)(C)C)=O (tert-butyl (1S,2S)-1-benzyl-3-(1-benzyl-2-{(2S)-2-[(methoxycarbonyl)amino]-3,3-dimethylbutanoyl}hydrazino)-2-hydroxypropylcarbamate), Cl (HCl), [H][H] (hydrogen). The reagents and catalysts are [OH-].[OH-].[Pd+2] (Pd(OH)2). Run in CO (methanol). The product is C(C1=CC=CC=C1)[C@@H]([C@H](CNNC([C@H](C(C)(C)C)NC(=O)OC)=O)O)NC(OC(C)(C)C)=O (tert-butyl (1S,2S)-1-benzyl-2-hydroxy-3-(2-{(2S)-2-[(methoxycarbonyl)amino]-3,3-dimethylbutanoyl}hydrazino)propylcarbamate). Yield: 96.4%. RXN SMILES: [CH2:1]([C@H:8]([NH:33][C:34](=[O:40])[O:35][C:36]([CH3:39])([CH3:38])[CH3:37])[C@@H:9]([OH:32])[CH2:10][N:11](CC1C=CC=CC=1)[NH:12][C:13](=[O:24])[C@@H:14]([NH:19][C:20]([O:22][CH3:23])=[O:21])[C:15]([CH3:18])([CH3:17])[CH3:16])[C:2]1[CH:7]=[CH:6][CH:5]=[CH:4][CH:3]=1.Cl.[H][H]>CO.[OH-].[OH-].[Pd+2]>[CH2:1]([C@H:8]([NH:33][C:34](=[O:40])[O:35][C:36]([CH3:39])([CH3:38])[CH3:37])[C@@H:9]([OH:32])[CH2:10][NH:11][NH:12][C:13](=[O:24])[C@@H:14]([NH:19][C:20]([O:22][CH3:23])=[O:21])[C:15]([CH3:18])([CH3:17])[CH3:16])[C:2]1[CH:3]=[CH:4][CH:5]=[CH:6][CH:7]=1 |f:4.5.6|. Reported procedure: A solution of Example 5F (0.115 g, 0.2 mmol) in methanol (2 mL) was treated with Pd(OH)2 (38 mg) and 4N HCl (52 μL, 1 equivalent) and a hydrogen balloon at 25° C. for 3.5 hrs. The solvents were evaporated, and the crude residue was partitioned between ethyl acetate and saturated sodium bicarbonate. The organic layer was separated, washed with brine, dried over sodium sulfate, filtered and the solvents were evaporated to give 90 mg (93%) of the title compound. The reactants are CCOC(=O)C(CCc1ccccc1)NC1CSC(c2ccccc2)N(CC(=O)O)C1=O, CO, [Li+], [OH-]. Product: O=C(O)CN1C(=O)C(NC(CCc2ccccc2)C(=O)O)CSC1c1ccccc1. RXN SMILES: [CH2:1]([CH3:2])[O:3][C:4](=[O:5])[CH:6]([CH2:7][CH2:8][c:9]1[cH:10][cH:11][cH:12][cH:13][cH:14]1)[NH:15][CH:16]1[C:17](=[O:32])[N:18]([CH2:28][C:29](=[O:30])[OH:31])[CH:19]([c:22]2[cH:23][cH:24][cH:25][cH:26][cH:27]2)[S:20][CH2:21]1.[CH3:35][OH:36].[Li+:33].[OH-:34]>>[O:3]=[C:4]([OH:5])[CH:6]([CH2:7][CH2:8][c:9]1[cH:10][cH:11][cH:12][cH:13][cH:14]1)[NH:15][CH:16]1[C:17](=[O:32])[N:18]([CH2:28][C:29](=[O:30])[OH:31])[CH:19]([c:22]2[cH:23][cH:24][cH:25][cH:26][cH:27]2)[S:20][CH2:21]1. Reactants: CCCc1nc(I)c[nH]1, [Na+], [Na+], O=C([O-])[O-], C1COCCO1, O, OB(O)c1ccccc1. Product: CCCc1nc(-c2ccccc2)c[nH]1. Reaction SMILES: [I:1][c:2]1[n:3][c:4]([CH2:7][CH2:8][CH3:9])[nH:5][cH:6]1.[Na+:19].[Na+:20].[O-:21][C:22](=[O:23])[O-:24].[O:26]1[CH2:27][CH2:28][O:29][CH2:30][CH2:31]1.[OH2:25].[OH:10][B:11]([OH:12])[c:13]1[cH:14][cH:15][cH:16][cH:17][cH:18]1>>[c:2]1(-[c:13]2[cH:14][cH:15][cH:16][cH:17][cH:18]2)[n:3][c:4]([CH2:7][CH2:8][CH3:9])[nH:5][cH:6]1. Reactants: O=C([O-])[O-], CN(C)C=O, COc1ccc(-c2nc(CCl)nc3cc(OC)c(OC)cc23)cc1OC, [K+], [K+], O, OCCS. Yields the product COc1ccc(-c2nc(CSCCO)nc3cc(OC)c(OC)cc23)cc1OC. As a reaction SMILES: [C:31](=[O:32])([O-:33])[O-:34].[CH3:37][N:38]([CH3:39])[CH:40]=[O:41].[Cl:1][CH2:2][c:3]1[n:4][c:5]2[cH:6][c:7]([O:25][CH3:26])[c:8]([O:23][CH3:24])[cH:9][c:10]2[c:11](-[c:13]2[cH:14][c:15]([O:21][CH3:22])[c:16]([O:19][CH3:20])[cH:17][cH:18]2)[n:12]1.[K+:35].[K+:36].[OH2:42].[SH:27][CH2:28][CH2:29][OH:30]>>[CH2:2]([c:3]1[n:4][c:5]2[cH:6][c:7]([O:25][CH3:26])[c:8]([O:23][CH3:24])[cH:9][c:10]2[c:11](-[c:13]2[cH:14][c:15]([O:21][CH3:22])[c:16]([O:19][CH3:20])[cH:17][cH:18]2)[n:12]1)[S:27][CH2:28][CH2:29][OH:30]. The reactants are COC(=O)[C@@H]1NC2=CC(=CC(=C2[C@H](C1)NC(=O)CCC(=O)O)Cl)Cl (trans-2-methoxycarbonyl-5,7-dichloro-4(2-carboxyethyl)carbonylamino-1,2,3,4-tetrahydroquinoline). Run in CS(=O)C (DMSO). The product is C(=O)(O)[C@@H]1NC2=CC(=CC(=C2[C@H](C1)NC(=O)CCC(=O)O)Cl)Cl (Trans-2-carboxy-5,7-dichloro-4-(2-carboxyethyl)carbonylamino-1,2,3,4-tetrahydroquinoline). Reaction SMILES: C[O:2][C:3]([C@H:5]1[CH2:14][C@H:13]([NH:15][C:16]([CH2:18][CH2:19][C:20]([OH:22])=[O:21])=[O:17])[C:12]2[C:7](=[CH:8][C:9]([Cl:24])=[CH:10][C:11]=2[Cl:23])[NH:6]1)=[O:4]>CS(C)=O>[C:3]([C@H:5]1[CH2:14][C@H:13]([NH:15][C:16]([CH2:18][CH2:19][C:20]([OH:22])=[O:21])=[O:17])[C:12]2[C:7](=[CH:8][C:9]([Cl:24])=[CH:10][C:11]=2[Cl:23])[NH:6]1)([OH:4])=[O:2]. Procedure details: This compound was prepared by the method given for Example 36, step b, using trans-2-methoxycarbonyl-5,7-dichloro-4(2-carboxyethyl)carbonylamino-1,2,3,4-tetrahydroquinoline in place of trans-2-methoxycarbonyl-5,7-dichloro-4-butylcarbonylamino-1,2,3,4-tetrahydroquinoline to give the title compound as colourless crystals, m.p. 221°-223° C. δ DMSO, 360 MHz) 1.59 (1H, ddd, J=13.2, 12.9 and 3.8 Hz, CHACHBHCCHD), 2.15 (1H, dm, J=13.2 Hz, CHACHBHCCHD), 2.31 (2H, t, J=6.7 Hz, COCHE2CHF2CO), 2.41-2.45 (2... Reactants: NCC1C=2C=CC=C(C2CCC1)OC1=NC=C(C(=O)N)C=C1 (6-(5-aminomethyl-5,6,7,8-tetrahydro-naphtalene-1-yloxy)-nicotinamide), [BH3-]C#N.[Na+] (NaBH3CN), NCC1C=2C=CC=C(C2CCC1)OC1=NC=C(C(=O)N)C=C1 (6-(5-aminomethyl-5,6,7,8-tetrahydro-naphtalene-1-yloxy)-nicotinamide), CC(=O)C (acetone). Product: C(C)(C)NCC1C=2C=CC=C(C2CCC1)OC1=NC=C(C(=O)N)C=C1 (6-[5-(Isopropylamino-methyl)-5,6,7,8-tetrahydro-naphthalen-1-yloxy]-nicotinamide). Yield: 41.0%. As a reaction SMILES: [NH2:1][CH2:2][CH:3]1[CH2:12][CH2:11][CH2:10][C:9]2[C:8]([O:13][C:14]3[CH:22]=[CH:21][C:17]([C:18]([NH2:20])=[O:19])=[CH:16][N:15]=3)=[CH:7][CH:6]=[CH:5][C:4]1=2.[CH3:23][C:24]([CH3:26])=O.[BH3-]C#N.[Na+]>>[CH:24]([NH:1][CH2:2][CH:3]1[CH2:12][CH2:11][CH2:10][C:9]2[C:8]([O:13][C:14]3[CH:22]=[CH:21][C:17]([C:18]([NH2:20])=[O:19])=[CH:16][N:15]=3)=[CH:7][CH:6]=[CH:5][C:4]1=2)([CH3:26])[CH3:23] |f:2.3|. Procedure details: Using a method similar to Example 204, using 6-S-aminomethyl-5,6,7,8-tetrahydro-naphthalen-1-yloxy)-nicotinamide (intermediate 20, 297 mg, 1.00 mmol), acetone (116 mg, 2.00 mmol), and NaBH3CN (125 mg, 2.00 mmol) gives the title compound (139 mg) as a white foam. Mass spectrum (ion spray): m/z=340 (M+1); 1HNMR (CDCl3): 8.57 (s, 1H), 8.13 (d, 1H), 7.21-7.13 (m, 2H), 6.90-6.87 (m, 2H), 6.27 (br. s, 2H), 2.97 (m, 1H), 2.91-2.75 (m, 3H), 2.62-2.41 (m, 2H), 1.83-1.63 (m, 4H), 1.07 (d, 6H). The reactants are COCOC1=CC=C(C=C1)C=CC#N (3-(4-methoxymethoxyphenyl)acrylonitrile), Cl.Cl.COC1=NC=C(C=C1)NN (2-methoxy-5-pyridinylhydrazine dihydrochloride). Product: COCOC1=CC=C(C=C1)C1CC(=NN1C=1C=NC(=CC1)OC)N (5-[4-(Methoxymethoxy)phenyl]-1-(6-methoxy-3-pyridinyl)-4,5-dihydro-1H-pyrazol-3-amine). Yield: 41.2%. As a reaction SMILES: [CH3:1][O:2][CH2:3][O:4][C:5]1[CH:10]=[CH:9][C:8]([CH:11]=[CH:12][C:13]#[N:14])=[CH:7][CH:6]=1.Cl.Cl.[CH3:17][O:18][C:19]1[CH:24]=[CH:23][C:22]([NH:25][NH2:26])=[CH:21][N:20]=1>>[CH3:1][O:2][CH2:3][O:4][C:5]1[CH:10]=[CH:9][C:8]([CH:11]2[N:25]([C:22]3[CH:21]=[N:20][C:19]([O:18][CH3:17])=[CH:24][CH:23]=3)[N:26]=[C:13]([NH2:14])[CH2:12]2)=[CH:7][CH:6]=1 |f:1.2.3|. Procedure: The title compound (1.63 g, 41.2%) was prepared as a powder from 3-(4-methoxymethoxyphenyl)acrylonitrile and 2-methoxy-5-pyridinylhydrazine dihydrochloride in a similar manner to that of Example 14-1. Reactants: C1(=CC=CC=C1)OC (anisole), C1(=CC=CC=C1)C (toluene), ClCCCC(=O)Cl (4-chloro-butyryl chloride). Reaction conditions: temperature -10 celsius, time 30 minute. Yields the product ClCCCC(=O)C1=CC=C(C=C1)OC (4-chloro-1-(4-methoxy-phenyl)-butan-1-one). Isolated yield 97802.9%. Reaction SMILES: [C:1]1([O:7][CH3:8])[CH:6]=[CH:5][CH:4]=[CH:3][CH:2]=1.C1(C)C=CC=CC=1.[Cl:16][CH2:17][CH2:18][CH2:19][C:20](Cl)=[O:21]>>[Cl:16][CH2:17][CH2:18][CH2:19][C:20]([C:4]1[CH:5]=[CH:6][C:1]([O:7][CH3:8])=[CH:2][CH:3]=1)=[O:21]. Procedure: To a cooled solution of 10.8 g (0.1 mol) anisole in 100 ml anhydrous toluene 13.3 g (0.1 mol) aluminium trichloride was added in portions over 15 minutes at −10° C. then 15.5 g (12.3 ml, 0.1 mmol) 4-chloro-butyryl chloride were added over 15 minutes keeping the temperature at −10° C. After stirring for additional 30 minutes at −10° C. the reaction mixture was hydrolyzed and the layers were separated. The aqueous layer was extracted with toluene (three times 100 ml) and the combined organic layer...